From a dataset of the Open Reaction Database (ORD), a public repository of structured organic reaction records. describe an organic reaction: reactants, conditions, products, and yield Reactants: C(C)(C)(C)OC(=O)N1C(CCCC1)CCOC1=C(C(NC2=CC(=C(C=C12)CCCO)Cl)=O)C1=CC(=CC(=C1)C)C (2-{2-[7-chloro-3-(3,5-dimethylphenyl)-6-(3-hydroxy-propyl)-2-oxo-1,2-dihydroquinolin-4-yloxy]-ethyl}-piperidine-1-carboxylic acid tert-butyl ester), C[N+]1(CCOCC1)[O-] (4-methylmorpholine-N-oxide), tetrapropylammonium perruthenate(VII). Run at time 3 hour. Product: C(C)(C)(C)OC(=O)N1C(CCCC1)CCOC1=C(C(NC2=CC(=C(C=C12)CCC(=O)O)Cl)=O)C1=CC(=CC(=C1)C)C (2-{2-[6-(2-carboxyethyl)-7-chloro-3-(3,5-dimethylphenyl)-2-oxo-1,2-dihydroquinolin-4-yloxy]-ethyl}-piperidine-1-carboxylic acid tert-butyl ester). Yield: 59.3%. As a reaction SMILES: [C:1]([O:5][C:6]([N:8]1[CH2:13][CH2:12][CH2:11][CH2:10][CH:9]1[CH2:14][CH2:15][O:16][C:17]1[C:26]2[C:21](=[CH:22][C:23]([Cl:31])=[C:24]([CH2:27][CH2:28][CH2:29][OH:30])[CH:25]=2)[NH:20][C:19](=[O:32])[C:18]=1[C:33]1[CH:38]=[C:37]([CH3:39])[CH:36]=[C:35]([CH3:40])[CH:34]=1)=[O:7])([CH3:4])([CH3:3])[CH3:2].C[N+]1([O-])CC[O:45]CC1>>[C:1]([O:5][C:6]([N:8]1[CH2:13][CH2:12][CH2:11][CH2:10][CH:9]1[CH2:14][CH2:15][O:16][C:17]1[C:26]2[C:21](=[CH:22][C:23]([Cl:31])=[C:24]([CH2:27][CH2:28][C:29]([OH:45])=[O:30])[CH:25]=2)[NH:20][C:19](=[O:32])[C:18]=1[C:33]1[CH:34]=[C:35]([CH3:40])[CH:36]=[C:37]([CH3:39])[CH:38]=1)=[O:7])([CH3:2])([CH3:4])[CH3:3]. Procedure: To a solution of 2-{2-[7-chloro-3-(3,5-dimethylphenyl)-6-(3-hydroxy-propyl)-2-oxo-1,2-dihydroquinolin-4-yloxy]-ethyl}-piperidine-1-carboxylic acid tert-butyl ester (176 mg in 3.0 mL methylene chloride) was added 20 mg powdered 4 Å sieves, 73 mg of 4-methylmorpholine-N-oxide, followed by 11 mg tetrapropylammonium perruthenate(VII) and the mixture stirred at room temperature. After 3 hours, the solvent was removed in vacuo and the crude aldehyde product resolvated in a mixture of tert-butanol (2 m... Starting materials: CC(C)([O-])C.[K+] (potassium t-butoxide), N1(CCCC1)S(=O)(=O)C=1C=C2C3(C(NC2=CC1)=O)OCCCO3 (5′-(pyrrolidin-1-ylsulfonyl)spiro[1,3-dioxane-2,3′-indol]-2′(1′H)-one), O (H2O), ClCC(C#N)(C)C (3-chloro-2,2-dimethylpropionitrile). Solvent: CS(=O)C (DMSO). Conditions: temperature 130 celsius, time 20 minute. Yields the product CC(C#N)(CN1C(C2(C3=CC(=CC=C13)S(=O)(=O)N1CCCC1)OCCCO2)=O)C (2,2-Dimethyl-3-[2′-oxo-5′-(pyrrolidin-1-ylsulfonyl)spiro[1,3-dioxane-2,3′-indol]-1′(2′H)-yl]propanenitrile). Isolated yield 77.0%. As a reaction SMILES: CC(C)([O-])C.[K+].[N:7]1([S:12]([C:15]2[CH:16]=[C:17]3[C:21](=[CH:22][CH:23]=2)[NH:20][C:19](=[O:24])[C:18]23[O:29][CH2:28][CH2:27][CH2:26][O:25]2)(=[O:14])=[O:13])[CH2:11][CH2:10][CH2:9][CH2:8]1.Cl[CH2:31][C:32]([CH3:36])([CH3:35])[C:33]#[N:34].O>CS(C)=O>[CH3:31][C:32]([CH3:36])([CH2:35][N:20]1[C:21]2[C:17](=[CH:16][C:15]([S:12]([N:7]3[CH2:11][CH2:10][CH2:9][CH2:8]3)(=[O:13])=[O:14])=[CH:23][CH:22]=2)[C:18]2([O:29][CH2:28][CH2:27][CH2:26][O:25]2)[C:19]1=[O:24])[C:33]#[N:34] |f:0.1|. Procedure: At room temperature, to a stirred solution of potassium t-butoxide (0.287 g, 2.56 mmol, 1.2 eq) in anhydrous DMSO (4 mL) was added 5′-(pyrrolidin-1-ylsulfonyl)spiro[1,3-dioxane-2,3′-indol]-2′(1′H)-one (0.72 g, 2.13 mmol). After stirring 20 minutes, 3-chloro-2,2-dimethylpropionitrile (3 eq) was added drop-wise and the reaction was heated at 130° C. for 20 hr. The reaction mixture was heated at 126° C. for 16 h. After cooling to room temperature, the reaction was poured into H2O (100 mL) and extra...